From a dataset of the Open Reaction Database (ORD), a public repository of structured organic reaction records. describe an organic reaction: reactants, conditions, products, and yield Starting materials: C[Si](C)(C)C=[N+]=[N-], CCOC(C)=O, CCO, Nc1c(C(=O)O)ccc2c1CCC2. Yields the product COC(=O)c1ccc2c(c1N)CCC2. RXN SMILES: [CH3:14][Si:15]([CH:16]=[N+:17]=[N-:18])([CH3:19])[CH3:20].[CH3:21][CH2:22][O:23][C:24](=[O:25])[CH3:26].[CH3:27][CH2:28][OH:29].[NH2:1][c:2]1[c:3]2[c:7]([cH:8][cH:9][c:10]1[C:11](=[O:12])[OH:13])[CH2:6][CH2:5][CH2:4]2>>[NH2:1][c:2]1[c:3]2[c:7]([cH:8][cH:9][c:10]1[C:11]([O:12][CH3:14])=[O:13])[CH2:6][CH2:5][CH2:4]2. Starting materials: CCOC(=O)C(=O)Nc1c(C)cccc1[N+](=O)[O-], CI, [H-], [Na+], CN(C)C=O. Product: CCOC(=O)C(=O)N(C)c1c(C)cccc1[N+](=O)[O-]. RXN SMILES: [C:3](=[O:4])([C:5](=[O:6])[O:7][CH2:8][CH3:9])[NH:10][c:11]1[c:12]([N+:18](=[O:19])[O-:20])[cH:13][cH:14][cH:15][c:16]1[CH3:17].[CH3:21][I:22].[H-:2].[Na+:1].[O:23]=[CH:24][N:25]([CH3:26])[CH3:27]>>[C:3](=[O:4])([C:5](=[O:6])[O:7][CH2:8][CH3:9])[N:10]([c:11]1[c:12]([N+:18](=[O:19])[O-:20])[cH:13][cH:14][cH:15][c:16]1[CH3:17])[CH3:21]. Starting materials: 1-(di-1-pyrrolidinylmethylene)-1H-benzotriazolium 3-oxide hexafluorophosphate, C1(CCCC1)N1C2=C(N(C(C(C1)(F)F)=O)C)C=NC(=N2)NC2=C(C=C(C(=O)O)C=C2)OC (4-(9-cyclopentyl-7,7-difluoro-5-methyl-6-oxo-6,7,8,9-tetrahydro-5H-pyrimido[4,5-b][1,4]diazepin-2-ylamino)-3-methoxy-benzoic acid), C(C)N(C(C)C)C(C)C (ethyldiisopropyl amine), NCCCO (3-amino-propan-1-ol). The solvent is CN(C=O)C (dimethylformamide), ice water. Run at time 1 hour. The product is C1(CCCC1)N1C2=C(N(C(C(C1)(F)F)=O)C)C=NC(=N2)NC2=C(C=C(C(=O)NCCCO)C=C2)OC (4-(9-cyclopentyl-7,7-difluoro-5-methyl-6-oxo-6,7,8,9-tetrahydro-5H-pyrimido[4,5-b][1,4]diazepin-2-ylamino)-N-(3-hydroxy-propyl)-3-methoxy-benzamide). Isolated yield 88.1%. RXN SMILES: [CH:1]1([N:6]2[CH2:12][C:11]([F:14])([F:13])[C:10](=[O:15])[N:9]([CH3:16])[C:8]3[CH:17]=[N:18][C:19]([NH:21][C:22]4[CH:30]=[CH:29][C:25]([C:26]([OH:28])=O)=[CH:24][C:23]=4[O:31][CH3:32])=[N:20][C:7]2=3)[CH2:5][CH2:4][CH2:3][CH2:2]1.C(N(C(C)C)C(C)C)C.[NH2:42][CH2:43][CH2:44][CH2:45][OH:46]>CN(C)C=O>[CH:1]1([N:6]2[CH2:12][C:11]([F:13])([F:14])[C:10](=[O:15])[N:9]([CH3:16])[C:8]3[CH:17]=[N:18][C:19]([NH:21][C:22]4[CH:30]=[CH:29][C:25]([C:26]([NH:42][CH2:43][CH2:44][CH2:45][OH:46])=[O:28])=[CH:24][C:23]=4[O:31][CH3:32])=[N:20][C:7]2=3)[CH2:2][CH2:3][CH2:4][CH2:5]1. Procedure: To a mixture of 0.08 g (0.18 mmole) of 4-(9-cyclopentyl-7,7-difluoro-5-methyl-6-oxo-6,7,8,9-tetrahydro-5H-pyrimido[4,5-b][1,4]diazepin-2-ylamino)-3-methoxy-benzoic acid (I-100), 0.16 mL (0.90 mmole) of ethyldiisopropyl amine and 0.016 mL (0.20 mmole) of 3-amino-propan-1-ol in 2.0 mL of dimethylformamide was added 0.085 g (0.20 mmole) of 1-(di-1-pyrrolidinylmethylene)-1H-benzotriazolium 3-oxide hexafluorophosphate. The mixture was stirred at room temperature for 1 hour, then diluted with 10 mL of... Starting materials: ClC1=C(OC=2C=CC(=C(C(=O)Cl)C2)[N+](=O)[O-])C(=CC(=C1)C(F)(F)F)Cl (5-(2,6-dichloro-4-trifluoromethyl-phenoxy)-2-nitro-benzoic acid chloride), B(=O)[O-].[Na+] (sodium boranate), C(C)(=O)O (acetic acid). Solvent: COCCOCCOC (diglyme), COCCOCCOC (diglyme), O (water). Run at time 15 hour. Product: ClC1=C(OC=2C=CC(=C(CO)C2)[N+](=O)[O-])C(=CC(=C1)C(F)(F)F)Cl (5-(2,6-dichloro-4-trifluoromethyl-phenoxy)-2-nitro-benzyl alcohol). The yield is 94.1%. As a reaction SMILES: [Cl:1][C:2]1[CH:20]=[C:19]([C:21]([F:24])([F:23])[F:22])[CH:18]=[C:17]([Cl:25])[C:3]=1[O:4][C:5]1[CH:6]=[CH:7][C:8]([N+:14]([O-:16])=[O:15])=[C:9]([CH:13]=1)[C:10](Cl)=[O:11].B([O-])=O.[Na+].C(O)(=O)C>COCCOCCOC.O>[Cl:1][C:2]1[CH:20]=[C:19]([C:21]([F:24])([F:23])[F:22])[CH:18]=[C:17]([Cl:25])[C:3]=1[O:4][C:5]1[CH:6]=[CH:7][C:8]([N+:14]([O-:16])=[O:15])=[C:9]([CH:13]=1)[CH2:10][OH:11] |f:1.2|. Reported procedure: A solution of 41.5 g of 5-(2,6-dichloro-4-trifluoromethyl-phenoxy)-2-nitro-benzoic acid chloride in 100 ml of diglyme was added to a mixture of 4.2 g of sodium boranate and 60 ml of diglyme at -5° to -10° C. The reaction mixture was stirred for about 15 hours at room temperature, diluted with 1.2 liters of water and acidified with acetic acid, and the product was filtered off. 36 g (94% of theory) of 5-(2,6-dichloro-4-trifluoromethyl-phenoxy)-2-nitro-benzyl alcohol, of melting point 143° C., wer... Reaction conditions: time 12 hour. As a reaction SMILES: Cl.[C:2]1([C:7]2([CH2:13][CH2:14][N:15]([CH3:17])[CH3:16])[CH2:11][CH2:10][CH2:9][C:8]2=[O:12])[CH2:6][CH2:5][CH2:4][CH:3]=1.[Cl:18][C:19]1[CH:26]=[CH:25][C:22]([CH:23]=O)=[CH:21][CH:20]=1.O>C(O)C.[OH-].[Na+]>[ClH:18].[C:2]1([C:7]2([CH2:13][CH2:14][N:15]([CH3:16])[CH3:17])[CH2:11][CH2:10]/[C:9](=[CH:23]\[C:22]3[CH:25]=[CH:26][C:19]([Cl:18])=[CH:20][CH:21]=3)/[C:8]2=[O:12])[CH2:6][CH2:5][CH2:4][CH:3]=1 |f:0.1,5.6,7.8|. Solvent: C(C)O (ethanol), [OH-].[Na+] (NaOH). Procedure details: To a solution of 1.0 g (3.9 mmole) of 2-(1-cyclopenten-1-yl)-2-dimethylaminoethyl cyclopentanone hydrochloride and 8.1 mmole of 4-chloro-benzaldehyde in 40 ml of ethanol, 3.2 ml of 5N NaOH was added dropwise. The resulting mixture was stirred at about room temperature for about 12 hours and then mixed with 60 ml of water and extracted with ether. The ether extract was extracted with 6N HCl. The HCl extract was basified and extracted with ether, and then dried over anhydrous MgSO4. The ether solu... The product is Cl.C1(=CCCC1)C1(C(/C(/CC1)=C/C1=CC=C(C=C1)Cl)=O)CCN(C)C (2-(1-Cyclopenten-1-yl)-2-dimethylaminoethyl-5-(E)-[(4-chloro) benzylidene] cyclopentanone hydrochloride). The reactants are Cl.C1(=CCCC1)C1(C(CCC1)=O)CCN(C)C (2-(1-cyclopenten-1-yl)-2-dimethylaminoethyl cyclopentanone hydrochloride), ClC1=CC=C(C=O)C=C1 (4-chloro-benzaldehyde), O (water). Starting materials: Cc1ccc([Mg]Br)cc1 (effective_coupling_partner), COc3ccc2ccc(c1ccc(C)cc1)cc2c3 (substrate). Reagents/catalysts: C1-CDC. Conditions: temperature 60 celsius, time 4 hour. The product is Cc4ccc(c3ccc2ccc(c1ccc(C)cc1)cc2c3)cc4. Conditions: time 1 hour. Run in C1CCOC1 (THF), C(CCC)O (1-butanol). Procedure details: A solution of 4-bromo-2-hydroxy-benzonitrile (0.89 g, 4.45 mmol) in THF (50 mL) and 1-butanol (2.0 mL) is slowly added to NaH (0.356 g, 8.90 mmol). The mixture is stirred at room temperature for one hour and quenched with water (10 mL). The mixture is concentrated, and the residue is extracted with ethyl acetate (20 mL×2). The combined organic layers are dried over sodium sulfate and concentrated to provide 4-bromo-2-butoxy-benzonitrile (0.65 g, 57%). 1H NMR (400 MHz, CDCl3): δ 7.37-7.34 (d, 1H)... The reactants are BrC1=CC(=C(C#N)C=C1)O (4-bromo-2-hydroxy-benzonitrile), [H-].[Na+] (NaH). Yield: 115.0%. Reaction SMILES: [Br:1][C:2]1[CH:9]=[CH:8][C:5]([C:6]#[N:7])=[C:4]([OH:10])[CH:3]=1.[H-].[Na+]>C1COCC1.C(O)CCC>[Br:1][C:2]1[CH:9]=[CH:8][C:5]([C:6]#[N:7])=[C:4]([O:10][CH2:9][CH2:2][CH2:3][CH3:4])[CH:3]=1 |f:1.2|. The product is BrC1=CC(=C(C#N)C=C1)OCCCC (4-bromo-2-butoxy-benzonitrile). The reactants are CCOC(C)=O, CCN(C(C)C)C(C)C, COc1ccc(-c2c(-c3ccccc3)oc3ncnc(Cl)c23)cc1, NCCCO, CN(C)C=O. The product is COc1ccc(-c2c(-c3ccccc3)oc3ncnc(NCCCO)c23)cc1. As a reaction SMILES: [CH3:44][CH2:45][O:46][C:47](=[O:48])[CH3:49].[CH:25]([N:26]([CH2:27][CH3:28])[CH:29]([CH3:30])[CH3:31])([CH3:32])[CH3:33].[Cl:1][c:2]1[c:3]2[c:4]([n:5][cH:6][n:7]1)[o:8][c:9](-[c:19]1[cH:20][cH:21][cH:22][cH:23][cH:24]1)[c:10]2-[c:11]1[cH:12][cH:13][c:14]([O:17][CH3:18])[cH:15][cH:16]1.[NH2:34][CH2:35][CH2:36][CH2:37][OH:38].[O:39]=[CH:40][N:41]([CH3:42])[CH3:43]>>[c:2]1([NH:34][CH2:35][CH2:36][CH2:37][OH:38])[c:3]2[c:4]([n:5][cH:6][n:7]1)[o:8][c:9](-[c:19]1[cH:20][cH:21][cH:22][cH:23][cH:24]1)[c:10]2-[c:11]1[cH:12][cH:13][c:14]([O:17][CH3:18])[cH:15][cH:16]1.